From a dataset of the Open Reaction Database (ORD), a public repository of structured organic reaction records. describe an organic reaction: reactants, conditions, products, and yield The reactants are CC(C)(C)OC(=O)CBr, CCOC(=O)C1C(=O)N(C(=O)OCC)c2ccc(Cl)cc21, CN(C)C=O, O. Product: CCOC(=O)N1C(=O)C(CC(=O)OC(C)(C)C)(C(=O)OCC)c2cc(Cl)ccc21. As a reaction SMILES: [Br:27][CH2:28][C:29](=[O:30])[O:31][C:32]([CH3:33])([CH3:34])[CH3:35].[CH2:1]([CH3:2])[O:3][C:4](=[O:5])[N:6]1[C:7](=[O:21])[CH:8]([C:16](=[O:17])[O:18][CH2:19][CH3:20])[c:9]2[cH:10][c:11]([Cl:15])[cH:12][cH:13][c:14]21.[CH3:22][N:23]([CH3:24])[CH:25]=[O:26].[OH2:36]>>[CH2:1]([CH3:2])[O:3][C:4](=[O:5])[N:6]1[C:7](=[O:21])[C:8]([C:16](=[O:17])[O:18][CH2:19][CH3:20])([CH2:28][C:29](=[O:30])[O:31][C:32]([CH3:33])([CH3:34])[CH3:35])[c:9]2[cH:10][c:11]([Cl:15])[cH:12][cH:13][c:14]21.